This data is from the Open Reaction Database (ORD), a public repository of structured organic reaction records. The task is: describe an organic reaction: reactants, conditions, products, and yield Starting materials: ClCC(COC1=CC=C(CNC2=CC(=NC(=N2)OCC(F)(F)F)NC2=NC=C(C(=O)NCC(CNC(OC(C)(C)C)=O)(C)C)C=C2)C=C1)=C (tert-butyl (3-(6-((6-((4-((2-(chloromethyl)allyl)oxy)benzyl)amino)-2-(2,2,2-trifluoroethoxy)pyrimidin-4-yl)amino)nicotinamido)-2,2-dimethylpropyl)carbamate), C(=O)(C(F)(F)F)O (TFA). Solvent: C(Cl)Cl (DCM). Reaction conditions: time 3 hour. Yields the product NCC(CNC(C1=CN=C(C=C1)NC1=NC(=NC(=C1)NCC1=CC=C(C=C1)OCC(=C)CCl)OCC(F)(F)F)=O)(C)C (N-(3-amino-2,2-dimethylpropyl)-6-(6-(4-(2-(chloromethyl)allyloxy)benzylamino)-2-(2,2,2-trifluoroethoxy)pyrimidin-4-ylamino)nicotinamide). Isolated yield 77.6%. As a reaction SMILES: [Cl:1][CH2:2][C:3](=[CH2:49])[CH2:4][O:5][C:6]1[CH:48]=[CH:47][C:9]([CH2:10][NH:11][C:12]2[N:17]=[C:16]([O:18][CH2:19][C:20]([F:23])([F:22])[F:21])[N:15]=[C:14]([NH:24][C:25]3[CH:46]=[CH:45][C:28]([C:29]([NH:31][CH2:32][C:33]([CH3:44])([CH3:43])[CH2:34][NH:35]C(=O)OC(C)(C)C)=[O:30])=[CH:27][N:26]=3)[CH:13]=2)=[CH:8][CH:7]=1.C(O)(C(F)(F)F)=O>C(Cl)Cl>[NH2:35][CH2:34][C:33]([CH3:44])([CH3:43])[CH2:32][NH:31][C:29](=[O:30])[C:28]1[CH:45]=[CH:46][C:25]([NH:24][C:14]2[CH:13]=[C:12]([NH:11][CH2:10][C:9]3[CH:47]=[CH:48][C:6]([O:5][CH2:4][C:3]([CH2:2][Cl:1])=[CH2:49])=[CH:7][CH:8]=3)[N:17]=[C:16]([O:18][CH2:19][C:20]([F:23])([F:22])[F:21])[N:15]=2)=[N:26][CH:27]=1. Procedure: To a solution of tert-butyl (3-(6-((6-((4-((2-(chloromethyl)allyl)oxy)benzyl)amino)-2-(2,2,2-trifluoroethoxy)pyrimidin-4-yl)amino)nicotinamido)-2,2-dimethylpropyl)carbamate (45 mg) in DCM (3 mL) was added TFA (0.3 ml). The mixture was stirred at room temperature for 3 hours. All the solvents were removed under vacuum to give N-(3-amino-2,2-dimethylpropyl)-6-(6-(4-(2-(chloromethyl)allyloxy)benzylamino)-2-(2,2,2-trifluoroethoxy)pyrimidin-4-ylamino)nicotinamide (30 mg). Reactants: C(C)(=O)NCCC1=NC2=CC=CC=C2C(=N1)C(=O)O (2-(2-(acetamido)ethyl)quinazoline-4-carboxylic acid), Cl.OC1=C2CCNCC2=CC=C1N(C)C (5-hydroxy-6-dimethylamino-1,2,3,4-tetrahydroisoquinoline hydrochloride). The product is C(C)(=O)NCCC1=NC2=CC=CC=C2C(=N1)C(=O)N1CC2=CC=C(C(=C2CC1)O)N(C)C (2-[[2-(2-(acetamido)ethyl)quinazolin-4-yl]carbonyl]-5-hydroxy-6-dimethylamino-1,2,3,4-tetrahydroisoquinoline). The yield is 9.0%. Reaction SMILES: [C:1]([NH:4][CH2:5][CH2:6][C:7]1[N:16]=[C:15]([C:17]([OH:19])=O)[C:14]2[C:9](=[CH:10][CH:11]=[CH:12][CH:13]=2)[N:8]=1)(=[O:3])[CH3:2].Cl.[OH:21][C:22]1[C:31]([N:32]([CH3:34])[CH3:33])=[CH:30][CH:29]=[C:28]2[C:23]=1[CH2:24][CH2:25][NH:26][CH2:27]2>>[C:1]([NH:4][CH2:5][CH2:6][C:7]1[N:16]=[C:15]([C:17]([N:26]2[CH2:25][CH2:24][C:23]3[C:28](=[CH:29][CH:30]=[C:31]([N:32]([CH3:34])[CH3:33])[C:22]=3[OH:21])[CH2:27]2)=[O:19])[C:14]2[C:9](=[CH:10][CH:11]=[CH:12][CH:13]=2)[N:8]=1)(=[O:3])[CH3:2] |f:1.2|. Reported procedure: Reaction of 2-(2-(acetamido)ethyl)quinazoline-4-carboxylic acid with 5-hydroxy-6-dimethylamino-1,2,3,4-tetrahydroisoquinoline hydrochloride gave compound 77 (9% yield) as brown oil. 1H NMR (300 MHz, CD3OD) δ 1.86 and 1.88 (2s, 3H), 2.62 and 2.66 (2s, 6H), 2.79 and 3.03 (2t, 2H), 3.26-3.30 (m, 2H), 3.54 and 4.14 (2t, 2H), 3.73-3.82 (m, 2H), 4.41 and 4.99 (2s, 2H), 6.35 and 6.79 (2d, 1H), 6.91 and 7.10 (2d, 1H), 7.67-7.77 (m, 1H), 7.88-8.07 (m, 3H); MS (ESI) m/z 434 ([M+H]+). Yields the product Nc1cccc(C2=C(O)CNC2=O)c1. As a reaction SMILES: [CH3:17][OH:18].[OH:1][C:2]1=[C:3]([c:8]2[cH:9][c:10]([N+:14]([O-:15])=[O:16])[cH:11][cH:12][cH:13]2)[C:4](=[O:7])[NH:5][CH2:6]1>>[OH:1][C:2]1=[C:3]([c:8]2[cH:9][c:10]([NH2:14])[cH:11][cH:12][cH:13]2)[C:4](=[O:7])[NH:5][CH2:6]1. Starting materials: CO, O=C1NCC(O)=C1c1cccc([N+](=O)[O-])c1. The reactants are N(CCO)(CCO)CCO (triethanolamine), C(CCCCCCCCCCC)(=O)N[C@@H](CCC(=O)O)C(=O)O (N-lauroyl-L-glutamic acid). Solvent: O (water). Product: C(CCCCCCCCCCC)(=O)N[C@@H](CCC(=O)O)C(=O)O.N(CCO)(CCO)CCO (triethanolamine N-lauroyl-L-glutamate). Reaction SMILES: [N:1]([CH2:8][CH2:9][OH:10])([CH2:5][CH2:6][OH:7])[CH2:2][CH2:3][OH:4].[C:11]([NH:24][C@H:25]([C:31]([OH:33])=[O:32])[CH2:26][CH2:27][C:28]([OH:30])=[O:29])(=[O:23])[CH2:12][CH2:13][CH2:14][CH2:15][CH2:16][CH2:17][CH2:18][CH2:19][CH2:20][CH2:21][CH3:22]>O>[C:11]([NH:24][C@H:25]([C:31]([OH:33])=[O:32])[CH2:26][CH2:27][C:28]([OH:30])=[O:29])(=[O:23])[CH2:12][CH2:13][CH2:14][CH2:15][CH2:16][CH2:17][CH2:18][CH2:19][CH2:20][CH2:21][CH3:22].[N:1]([CH2:8][CH2:9][OH:10])([CH2:5][CH2:6][OH:7])[CH2:2][CH2:3][OH:4] |f:3.4|. Reported procedure: To the resulting liquid, triethanolamine was added so as to convert 50% of the carboxyl group of N-lauroyl-L-glutamic acid to its salt, and further pure water was added thereto so as to make a solid content 30% by weight. The liquid was mixed under stirring to obtain an aqueous solution of triethanolamine N-lauroyl-L-glutamate. A yield (as acid) of N-lauroyl-L-glutamic acid, a tertiary butanol concentration and a free fatty acid content were found to be 90.5%, 60 ppm by weight and 8.3% by weight... Yields the product CC1(C)CC(c2ccccc2NS(=O)(=O)c2cccnc2)Nc2ccc(Cl)cc21. Starting materials: CC1(C)CC(c2ccccc2N)Nc2ccc(Cl)cc21, ClCCl, c1ccncc1, O=S(=O)(Cl)c1cccnc1. As a reaction SMILES: [Cl:1][c:2]1[cH:3][c:4]2[c:9]([cH:10][cH:11]1)[NH:8][CH:7]([c:12]1[c:13]([NH2:14])[cH:15][cH:16][cH:17][cH:18]1)[CH2:6][C:5]2([CH3:19])[CH3:20].[Cl:37][CH2:38][Cl:39].[cH:21]1[cH:22][cH:23][n:24][cH:25][cH:26]1.[n:27]1[cH:28][c:29]([S:33](=[O:34])(=[O:35])[Cl:36])[cH:30][cH:31][cH:32]1>>[Cl:1][c:2]1[cH:3][c:4]2[c:9]([cH:10][cH:11]1)[NH:8][CH:7]([c:12]1[c:13]([NH:14][S:33]([c:29]3[cH:28][n:27][cH:32][cH:31][cH:30]3)(=[O:34])=[O:35])[cH:15][cH:16][cH:17][cH:18]1)[CH2:6][C:5]2([CH3:19])[CH3:20]. Reactants: CC(C)(C)OC(=O)CN1CCCCN(CC2CC2)C1=O, ClCCl. Yields the product O=C(O)CN1CCCCN(CC2CC2)C1=O. Reaction SMILES: [CH:1]1([CH2:4][N:5]2[C:6](=[O:20])[N:7]([CH2:12][C:13](=[O:14])[O:15][C:16]([CH3:17])([CH3:18])[CH3:19])[CH2:8][CH2:9][CH2:10][CH2:11]2)[CH2:2][CH2:3]1.[Cl:21][CH2:22][Cl:23]>>[CH:1]1([CH2:4][N:5]2[C:6](=[O:20])[N:7]([CH2:12][C:13](=[O:14])[OH:15])[CH2:8][CH2:9][CH2:10][CH2:11]2)[CH2:2][CH2:3]1. Starting materials: FC1=CC=C(C(=O)C2=C(C=C3C(=C2)OCO3)CC(=O)OC)C=C1 (methyl 2-(4-fluorobenzoyl)-4,5-methylenedioxyphenylacetate), O.NN (hydrazine hydrate), C(C)(=O)O (acetic acid), O (H2O). Solvent: C(C)O (ethanol). Product: FC1=CC=C(C=C1)C1=NNC(CC2=C1C=C1C(=C2)OCO1)=O (1-(4-Fluorophenyl)-7,8-methylenedioxy-3,5-dihydro-2,3-benzodiazepin-4(4H)-one). As a reaction SMILES: [F:1][C:2]1[CH:23]=[CH:22][C:5]([C:6]([C:8]2[CH:13]=[C:12]3[O:14][CH2:15][O:16][C:11]3=[CH:10][C:9]=2[CH2:17][C:18](OC)=[O:19])=O)=[CH:4][CH:3]=1.O.[NH2:25][NH2:26].C(O)(=O)C.O>C(O)C>[F:1][C:2]1[CH:23]=[CH:22][C:5]([C:6]2[C:8]3[CH:13]=[C:12]4[O:14][CH2:15][O:16][C:11]4=[CH:10][C:9]=3[CH2:17][C:18](=[O:19])[NH:26][N:25]=2)=[CH:4][CH:3]=1 |f:1.2|. Procedure: The title compound was prepared from methyl 2-(4-fluorobenzoyl)-4,5-methylenedioxyphenylacetate (350 mg, 1.11 mmol), hydrazine hydrate (180 μL, 3.18 mmol), and acetic acid (50 μL) in ethanol (10 mL), mp: 205°-207° C. 1H NMR (CDCl3) 8.45 (s, 1H), 7.59 (dd, 2H, J=8.5, J=5.5), 7.11 (dd, 2H, J=8.5, J=8.5), 6.83 (s, 1H), 6.61 (s, 1H), 6.04 (s, 2H), 3.45 (s, 2H). Anal. calcd. for C16H11FN2O3.0.125 H2O: C, 63.94; H, 3.77; N, 9.32. Found: C, 63.83; H, 3.58; N, 9.03.